From a dataset of the Open Reaction Database (ORD), a public repository of structured organic reaction records. describe an organic reaction: reactants, conditions, products, and yield Starting materials: CCOC(=O)c1cc2c(C(=O)OCc3ccccc3)cccc2n1C(=O)OC(C)(C)C, CO, O=CO. Yields the product CCOC(=O)c1cc2c(C(=O)O)cccc2n1C(=O)OC(C)(C)C. RXN SMILES: [C:1]([CH3:2])([CH3:3])([CH3:4])[O:5][C:6](=[O:7])[n:8]1[c:9]([C:27](=[O:28])[O:29][CH2:30][CH3:31])[cH:10][c:11]2[c:12]([C:17](=[O:18])[O:19][CH2:20][c:21]3[cH:22][cH:23][cH:24][cH:25][cH:26]3)[cH:13][cH:14][cH:15][c:16]12.[CH3:32][OH:33].[CH:34]([OH:35])=[O:36]>>[C:1]([CH3:2])([CH3:3])([CH3:4])[O:5][C:6](=[O:7])[n:8]1[c:9]([C:27](=[O:28])[O:29][CH2:30][CH3:31])[cH:10][c:11]2[c:12]([C:17](=[O:18])[OH:19])[cH:13][cH:14][cH:15][c:16]12. The reactants are CC=1C(=CC=2C(CCC(C2C1)(C)C)(C)C)C(C)O (1-(3,5,5,8,8-pentamethyl-5,6,7,8-tetrahydro-naphthalen-2-yl)-ethanol), C1(=CC=CC=C1)P(C1=CC=CC=C1)C1=CC=CC=C1 (triphenylphosphine), N(=NC(=O)OCC)C(=O)OCC (diethyl azodicarboxylate), OC1=CC=C(C=O)C=C1 (4-hydroxybenzaldehyde). Solvent: C1CCOC1 (THF), O (Water). Yields the product CC=1C(=CC=2C(CCC(C2C1)(C)C)(C)C)C(C)OC1=CC=C(C=O)C=C1 (4-(1-(3,5,5,8,8-Pentamethyl-5,6,7,8-tetrahydro-naphtalene-2-yl)-ethoxy)-benzaldehyde). As a reaction SMILES: [CH3:1][C:2]1[C:3]([CH:16]([OH:18])[CH3:17])=[CH:4][C:5]2[C:6]([CH3:15])([CH3:14])[CH2:7][CH2:8][C:9]([CH3:13])([CH3:12])[C:10]=2[CH:11]=1.C1(P(C2C=CC=CC=2)C2C=CC=CC=2)C=CC=CC=1.N(C(OCC)=O)=NC(OCC)=O.O[C:51]1[CH:58]=[CH:57][C:54]([CH:55]=[O:56])=[CH:53][CH:52]=1>C1COCC1.O>[CH3:1][C:2]1[C:3]([CH:16]([O:18][C:51]2[CH:58]=[CH:57][C:54]([CH:55]=[O:56])=[CH:53][CH:52]=2)[CH3:17])=[CH:4][C:5]2[C:6]([CH3:15])([CH3:14])[CH2:7][CH2:8][C:9]([CH3:13])([CH3:12])[C:10]=2[CH:11]=1. Procedure details: A solution of 1-(3,5,5,8,8-pentamethyl-5,6,7,8-tetrahydro-naphthalen-2-yl)-ethanol (246 mg; 1.0 mmol), triphenylphosphine (262 mg; 1.0 mmol), diethyl azodicarboxylate (0.153 ml; 1.0 mmol) and 4-hydroxybenzaldehyde (183 mg; 1.5 mmol) in THF (20 ml) was stirred at 0° C. for 1.5 hours and for 16 hours at room temperature. Water was added (20 ml) and the mixture was extracted with methylene chloride (3×25 ml). The combined organic phases were dried and evaporated. The residue was purified on column ... Reactants: FC(C(=O)[O-])(F)F (trifluoroacetate), C1(CCCC1)N1C(NCC=2C1=NC(=NC2)NC2=CC=C(C=C2)N2N=CC=C2)=O (1-cyclopentyl-7-[4-(pyrazol-1-yl)phenylamino]-3,4-dihydro-pyrimido[4,5-d]pyrimidin-2(1H)-one), CC(C)([O-])C.[K+] (potassium tert-butoxide). Run in C1CCOC1 (THF). The product is C1(CCCC1)N1C(N=CC=2C1=NC(=NC2)NC2=CC=C(C=C2)N2N=CC=C2)=O (1-Cyclopentyl-7-[4-(pyrazol-1-yl)phenylamino]pyrimido[4,5-d]pyrimidin-2(1H)-one). Isolated yield 40.0%. RXN SMILES: FC(F)(F)C([O-])=O.[CH:8]1([N:13]2[C:18]3=[N:19][C:20]([NH:23][C:24]4[CH:29]=[CH:28][C:27]([N:30]5[CH:34]=[CH:33][CH:32]=[N:31]5)=[CH:26][CH:25]=4)=[N:21][CH:22]=[C:17]3[CH2:16][NH:15][C:14]2=[O:35])[CH2:12][CH2:11][CH2:10][CH2:9]1.CC(C)([O-])C.[K+]>C1COCC1>[CH:8]1([N:13]2[C:18]3=[N:19][C:20]([NH:23][C:24]4[CH:25]=[CH:26][C:27]([N:30]5[CH:34]=[CH:33][CH:32]=[N:31]5)=[CH:28][CH:29]=4)=[N:21][CH:22]=[C:17]3[CH:16]=[N:15][C:14]2=[O:35])[CH2:9][CH2:10][CH2:11][CH2:12]1 |f:2.3|. Procedure: Prepared from 100 mg (0.20 mmol) of the trifluoroacetate salt of 1-cyclopentyl-7-[4-(pyrazol-1-yl)phenylamino]-3,4-dihydro-pyrimido[4,5-d]pyrimidin-2(1H)-one and 115 mg (1.02 mmol) of potassium tert-butoxide in 5.0 mL of THF. The semi-solid residue is triturated in diethyl ether, and the orange amorphous solid is collected and dried to give 31 mg (40%) of the title compound: mp>135° C. (dec). Product: N#Cc1cccc(NC2CCN(C(=O)CNC(=O)c3cc(-c4ccccc4)[nH]n3)CC2)c1. As a reaction SMILES: [CH3:38][CH2:39][N:40]=[C:41]=[N:42][CH2:43][CH2:44][CH2:45][N:46]([CH3:47])[CH3:48].[CH:1]([N:2]([CH2:3][CH3:4])[CH:5]([CH3:6])[CH3:7])([CH3:8])[CH3:9].[ClH:49].[ClH:50].[ClH:51].[NH:52]1[CH2:53][CH2:54][CH:55]([NH:58][c:59]2[cH:60][c:61]([C:62]#[N:63])[cH:64][cH:65][cH:66]2)[CH2:56][CH2:57]1.[O:67]=[CH:68][N:69]([CH3:70])[CH3:71].[OH2:72].[OH:28][n:29]1[c:30]2[c:31]([cH:32][cH:33][cH:34][cH:35]2)[n:36][n:37]1.[c:10]1(-[c:16]2[cH:17][c:18]([C:21](=[O:22])[NH:23][CH2:24][C:25](=[O:26])[OH:27])[n:19][nH:20]2)[cH:11][cH:12][cH:13][cH:14][cH:15]1>>[c:10]1(-[c:16]2[cH:17][c:18]([C:21](=[O:22])[NH:23][CH2:24][C:25](=[O:27])[N:52]3[CH2:53][CH2:54][CH:55]([NH:58][c:59]4[cH:60][c:61]([C:62]#[N:63])[cH:64][cH:65][cH:66]4)[CH2:56][CH2:57]3)[n:19][nH:20]2)[cH:11][cH:12][cH:13][cH:14][cH:15]1. The reactants are CCN=C=NCCCN(C)C, CCN(C(C)C)C(C)C, Cl, Cl, Cl, N#Cc1cccc(NC2CCNCC2)c1, CN(C)C=O, O, On1nnc2ccccc21, O=C(O)CNC(=O)c1cc(-c2ccccc2)[nH]n1. Reactants: COC(=O)C(Br)c1ccc(OCC(C)Oc2ccc(C(F)(F)F)cc2)cc1, CO, Oc1ccc(Oc2ccccc2)cc1, c1ccccc1. Product: COC(=O)C(Oc1ccc(Oc2ccccc2)cc1)c1ccc(OCC(C)Oc2ccc(C(F)(F)F)cc2)cc1. Reaction SMILES: [Br:15][CH:16]([C:17](=[O:18])[O:19][CH3:20])[c:21]1[cH:22][cH:23][c:24]([O:27][CH2:28][CH:29]([CH3:30])[O:31][c:32]2[cH:33][cH:34][c:35]([C:38]([F:39])([F:40])[F:41])[cH:36][cH:37]2)[cH:25][cH:26]1.[CH3:48][OH:49].[O:1]([c:2]1[cH:3][cH:4][cH:5][cH:6][cH:7]1)[c:8]1[cH:9][cH:10][c:11]([OH:14])[cH:12][cH:13]1.[cH:42]1[cH:43][cH:44][cH:45][cH:46][cH:47]1>>[O:1]([c:2]1[cH:3][cH:4][cH:5][cH:6][cH:7]1)[c:8]1[cH:9][cH:10][c:11]([O:14][CH:16]([C:17](=[O:18])[O:19][CH3:20])[c:21]2[cH:22][cH:23][c:24]([O:27][CH2:28][CH:29]([CH3:30])[O:31][c:32]3[cH:33][cH:34][c:35]([C:38]([F:39])([F:40])[F:41])[cH:36][cH:37]3)[cH:25][cH:26]2)[cH:12][cH:13]1. Starting materials: [N+](=O)([O-])C1=C(C(=CC(=C1)Cl)CC=C)O (2-nitro-4-chloro-6-allylphenol), CI (methyl iodide), C([O-])([O-])=O.[K+].[K+] (potassium carbonate). The solvent is CC(=O)C (acetone). Product: [N+](=O)([O-])C1=C(C(=CC(=C1)Cl)CC=C)OC (2-nitro-4-chloro-6-allylanisole). The yield is 93.4%. Reaction SMILES: [N+:1]([C:4]1[CH:9]=[C:8]([Cl:10])[CH:7]=[C:6]([CH2:11][CH:12]=[CH2:13])[C:5]=1[OH:14])([O-:3])=[O:2].CI.[C:17](=O)([O-])[O-].[K+].[K+]>CC(C)=O>[N+:1]([C:4]1[CH:9]=[C:8]([Cl:10])[CH:7]=[C:6]([CH2:11][CH:12]=[CH2:13])[C:5]=1[O:14][CH3:17])([O-:3])=[O:2] |f:2.3.4|. Procedure: A mixture of 2-nitro-4-chloro-6-allylphenol (21.7 g), methyl iodide (28.28 g), and potassium carbonate (16.6 g) in acetone (300 ml) was refluxed for 16 hours. After cooling to room temperature and filtration, the filtrate was concentrated in vacuo to give a residue. The residue was extracted with dichloromethane. The organic layer was washed with water, dried over MgSO4, and concentrated to give crude 2-nitro-4-chloro-6-allylanisole (21.6 g, 96%) which was used in the next step without purificat... Starting materials: C(=O)(O)C=1C=C(C=CC1)N1C=NC2=C1C=CC(=C2)C (1-(3-Carboxyphenyl)-5-methylbenzimidazole), [H-].[Al+3].[Li+].[H-].[H-].[H-] (Lithium aluminium hydride). Run in O1CCCC1 (tetrahydrofuran). Run at temperature 0 celsius. Product: OCC=1C=C(C=CC1)N1C=NC2=C1C=CC(=C2)C (1-(3-Hydroxymethylphenyl)-5-methylbenzimidazole). As a reaction SMILES: [C:1]([C:4]1[CH:5]=[C:6]([N:10]2[C:14]3[CH:15]=[CH:16][C:17]([CH3:19])=[CH:18][C:13]=3[N:12]=[CH:11]2)[CH:7]=[CH:8][CH:9]=1)(O)=[O:2].[H-].[Al+3].[Li+].[H-].[H-].[H-]>O1CCCC1>[OH:2][CH2:1][C:4]1[CH:5]=[C:6]([N:10]2[C:14]3[CH:15]=[CH:16][C:17]([CH3:19])=[CH:18][C:13]=3[N:12]=[CH:11]2)[CH:7]=[CH:8][CH:9]=1 |f:1.2.3.4.5.6|. Reported procedure: 1-(3-Carboxyphenyl)-5-methylbenzimidazole (2 g, 0.079 mM) was dissolved in dry tetrahydrofuran (100 ml) and cooled to 0° C. Lithium aluminium hydride (7.9 ml, 1.0 M solution) was added dropwise over 10 minutes. After complete addition the reaction was heated to reflux for 4 hours. The reaction was cooled and quenched by addition of water (2 ml) and 2N sodium hydroxide (4 ml). The reaction was diluted with ethyl acetate and filtered through hyflo, washing with ethyl acetate. Dried over magnesium ...